Dataset: the Open Reaction Database (ORD), a public repository of structured organic reaction records. Task: describe an organic reaction: reactants, conditions, products, and yield Reactants: C(C)(C)(C)[Si](C)(C)OC(C=CC1=C(C=CC=C1)O[Si](C)(C)C(C)(C)C)=O (3-[2-(tert-Butyl-dimethyl-silanyloxy)-phenyl]-acrylic acid tert-butyl-dimethyl-silyl ester), C(C(=O)Cl)(=O)Cl (oxalyl chloride). The reagents and catalysts are CN(C)C=O (DMF). Solvent: C(Cl)Cl (CH2Cl2). Reaction conditions: time 60 hour. The product is C(C)(C)(C)[Si](OC1=C(C=CC=C1)C=CC(=O)Cl)(C)C (3-[2-(tert-Butyl-dimethyl-silanyloxy)-phenyl]-acryloyl chloride). RXN SMILES: C([Si]([O:8][C:9](=O)[CH:10]=[CH:11][C:12]1[CH:17]=[CH:16][CH:15]=[CH:14][C:13]=1[O:18][Si:19]([C:22]([CH3:25])([CH3:24])[CH3:23])([CH3:21])[CH3:20])(C)C)(C)(C)C.C(Cl)(=O)C([Cl:30])=O>CN(C=O)C.C(Cl)Cl>[C:22]([Si:19]([CH3:21])([CH3:20])[O:18][C:13]1[CH:14]=[CH:15][CH:16]=[CH:17][C:12]=1[CH:11]=[CH:10][C:9]([Cl:30])=[O:8])([CH3:25])([CH3:24])[CH3:23]. Procedure: To a 0° C. cold solution of 6.3 g of 3-[2-(tert-Butyl-dimethyl-silanyloxy)-phenyl]-acrylic acid tert-butyl-dimethyl-silyl ester and 8 drops of DMF in 15 ml of CH2Cl2 was added dropwise 2.0 ml of oxalyl chloride. After complete addition the reaction mixture was allowed to warm to room temperature and stirring was continued for 60 h. The reaction mixture was filtered, evaporated to dryness and taken up in MTBE. The solution was cooled in the refrigerator overnight, filtered and evaporated to yield...